This data is from the Open Reaction Database (ORD), a public repository of structured organic reaction records. The task is: describe an organic reaction: reactants, conditions, products, and yield The reactants are C(#N)C=1C=NC=CC1 (3-cyanopyridine), C1(=CC=C(C=C1)[Mg]Br)C (p-tolylmagnesium bromide), solution, S(C)C (Me2S), ClC(=O)OC1=CC=CC=C1 (phenyl chloroformate), [NH4+].[Cl-] (NH4Cl). Reagents/catalysts: [Cu]I (CuI). Run in CCOCC (Et2O), C1CCOC1 (THF), CCOCC (Et2O). Run at time 2 hour. Product: C(#N)C1=CN(C=CC1C1=CC=C(C=C1)C)C(=O)OC1=CC=CC=C1 (3-cyano-1-phenoxycarbonyl-4-(p-tolyl)-1,4-dihydropyridine). Reaction SMILES: [C:1]([C:3]1[CH:4]=[N:5][CH:6]=[CH:7][CH:8]=1)#[N:2].[C:9]1([CH3:17])[CH:14]=[CH:13][C:12]([Mg]Br)=[CH:11][CH:10]=1.S(C)C.Cl[C:22]([O:24][C:25]1[CH:30]=[CH:29][CH:28]=[CH:27][CH:26]=1)=[O:23].[NH4+].[Cl-]>CCOCC.[Cu]I.C1COCC1>[C:1]([C:3]1[CH:8]([C:12]2[CH:13]=[CH:14][C:9]([CH3:17])=[CH:10][CH:11]=2)[CH:7]=[CH:6][N:5]([C:22]([O:24][C:25]2[CH:30]=[CH:29][CH:28]=[CH:27][CH:26]=2)=[O:23])[CH:4]=1)#[N:2] |f:4.5|. Reported procedure: To a stirred mixture of 3-cyanopyridine (10 g, 96 mmol), CuI (914 mg, 4.8 mmol), p-tolylmagnesium bromide (100 mL of a 1M solution in Et2O, 100 mmol), THF (200 mL), and Me2S (100 mL) under N2 at 23° C. was added phenyl chloroformate (12.6 mL, 100 mmol) over a 30 min. period. After 2 h, aqueous NH4Cl (20%, 100 mL) and Et2O (100 mL) were added and the mixture was warmed to room temperature. The organic layer was washed sequentially with 1N HCl (50 mL), H2O (50 mL), a 1:1 mixture of 20% aqueous NH4... Reaction SMILES: [CH3:1]COCC.[CH3:6][N:7]([CH3:21])[C:8]1([C:15]2[CH:20]=[CH:19][CH:18]=[CH:17][CH:16]=2)[CH2:13][CH2:12][C:11](=O)[CH2:10][CH2:9]1>[Br-].C[P+](C1C=CC=CC=1)(C1C=CC=CC=1)C1C=CC=CC=1.C1COCC1>[CH3:6][N:7]([CH3:21])[C:8]1([C:15]2[CH:20]=[CH:19][CH:18]=[CH:17][CH:16]=2)[CH2:13][CH2:12][C:11](=[CH2:1])[CH2:10][CH2:9]1 |f:2.3|. The reagents and catalysts are [Br-].C[P+](C1=CC=CC=C1)(C1=CC=CC=C1)C1=CC=CC=C1 (methyl triphenyl phosphonium bromide). Starting materials: CCOCC (ether), CN(C1(CCC(CC1)=O)C1=CC=CC=C1)C (4-dimethylamino-4-phenylcyclohexanone). The product is CN(C1(CCC(CC1)=C)C1=CC=CC=C1)C (dimethyl-(4-methylene-1-phenyl-cyclohexyl)-amine). Procedure: Tert-BuOK (0.550 g, 4.74 mmol) was provided in abs. ether (10 mL) in argon and methyl triphenyl phosphonium bromide (1.89 g, 4.74 mmol) added. The mixture was then heated to 40° C. for 30 min. After this reaction time 4-dimethylamino-4-phenylcyclohexanone (1.00 g, 4.60 mmol) dissolved in abs. THF (10 mL) was carefully added in drops and the reaction solution was heated to 50° C. for 5 h. The reaction batch was stirred overnight at room temperature and concentrated in a vacuum until dry. The resi... Reaction conditions: temperature 40 celsius, time 8 hour. The solvent is C1CCOC1 (THF). Starting materials: CCOCC, CNC, O=S(=O)(Cl)CCCCCCl. Yields the product CN(C)S(=O)(=O)CCCCCCl. Reaction SMILES: [CH3:14][CH2:15][O:16][CH2:17][CH3:18].[CH3:1][NH:2][CH3:3].[Cl:4][CH2:5][CH2:6][CH2:7][CH2:8][CH2:9][S:10](=[O:11])(=[O:12])[Cl:13]>>[CH3:1][N:2]([CH3:3])[S:10]([CH2:9][CH2:8][CH2:7][CH2:6][CH2:5][Cl:4])(=[O:11])=[O:12].